From a dataset of the Open Reaction Database (ORD), a public repository of structured organic reaction records. describe an organic reaction: reactants, conditions, products, and yield Starting materials: CCOCC, ClCCl, [Na+], [OH-], O=C(NC1CCCCC1O)c1ncccc1OCc1ccccc1. Yields the product O=C(NC1CCCCC1=O)c1ncccc1OCc1ccccc1. Reaction SMILES: [CH3:30][CH2:31][O:32][CH2:33][CH3:34].[Cl:1][CH2:2][Cl:3].[Na+:29].[OH-:28].[OH:4][CH:5]1[CH:6]([NH:11][C:12]([c:13]2[c:14]([O:19][CH2:20][c:21]3[cH:22][cH:23][cH:24][cH:25][cH:26]3)[cH:15][cH:16][cH:17][n:18]2)=[O:27])[CH2:7][CH2:8][CH2:9][CH2:10]1>>[O:4]=[C:5]1[CH:6]([NH:11][C:12]([c:13]2[c:14]([O:19][CH2:20][c:21]3[cH:22][cH:23][cH:24][cH:25][cH:26]3)[cH:15][cH:16][cH:17][n:18]2)=[O:27])[CH2:7][CH2:8][CH2:9][CH2:10]1. Starting materials: C(=O)(O)[O-].[Na+] (NaHCO3), CN(CCOC1=CC=C(C=C1)NC(C(C(=CC)C1=CC=CC=C1)C1=CC=C(C=C1)OCOC)=O)C (N-(4-(2-(dimethylamino)ethoxy)phenyl)-2-(4-(methoxymethoxy)phenyl)-3-phenylpent-3-enamide), Cl (HCl). Run in O (H2O), CO (MeOH), CCOC(=O)C (AcOEt). Run at time 1 hour. Yields the product CN(CCOC1=CC=C(C=C1)NC(C(C(=CC)C1=CC=CC=C1)C1=CC=C(C=C1)O)=O)C (N-(4-(2-(dimethylamino)ethoxy)phenyl)-2-(4-hydroxyphenyl)-3-phenylpent-3-enamide). Yield: 67.0%. RXN SMILES: [CH3:1][N:2]([CH3:35])[CH2:3][CH2:4][O:5][C:6]1[CH:11]=[CH:10][C:9]([NH:12][C:13](=[O:34])[CH:14]([C:24]2[CH:29]=[CH:28][C:27]([O:30]COC)=[CH:26][CH:25]=2)[C:15]([C:18]2[CH:23]=[CH:22][CH:21]=[CH:20][CH:19]=2)=[CH:16][CH3:17])=[CH:8][CH:7]=1.Cl.C([O-])(O)=O.[Na+]>CO.CCOC(C)=O.O>[CH3:35][N:2]([CH3:1])[CH2:3][CH2:4][O:5][C:6]1[CH:7]=[CH:8][C:9]([NH:12][C:13](=[O:34])[CH:14]([C:24]2[CH:29]=[CH:28][C:27]([OH:30])=[CH:26][CH:25]=2)[C:15]([C:18]2[CH:23]=[CH:22][CH:21]=[CH:20][CH:19]=2)=[CH:16][CH3:17])=[CH:10][CH:11]=1 |f:2.3|. Procedure: To a solution of 3b (30 mg, 0.0632 mmol) in MeOH (1 ml) was added 3N HCl in AcOEt (0.5 ml) under ice cooling, and the mixture was stirred at room temperature for 1 h. A solution of NaHCO3 (139 mg) in H2O was poured into the reaction mixture under ice cooling, and the whole was extracted with AcOEt. The organic layer was washed with brine, dried over Na2SO4, and then concentrated. The residue was crystallized with Et2O to give 8 (67%). 8: colorless powder; 1H-NMR (CD3OD) δ 1.53 (3H, dd, J=1.4, 6.... The reactants are [H-].[Na+] (Sodium hydride), BrC1=C(C=CC(=C1)NC(C(F)(F)F)=O)OC (2-Bromo-4-(trifluoroacetamido)anisole), O (Water), CI (methyl iodide). Solvent: CN(C=O)C (dimethylformamide). Conditions: temperature 0 celsius, time 30 minute. Yields the product BrC1=C(C=CC(=C1)N(C(C(F)(F)F)=O)C)OC (2-Bromo-4-(N-methyltrifluoroacetamido)anisole). The yield is 87.2%. RXN SMILES: [H-].[Na+].[Br:3][C:4]1[CH:9]=[C:8]([NH:10][C:11](=[O:16])[C:12]([F:15])([F:14])[F:13])[CH:7]=[CH:6][C:5]=1[O:17][CH3:18].[CH3:19]I.O>CN(C)C=O>[Br:3][C:4]1[CH:9]=[C:8]([N:10]([CH3:19])[C:11](=[O:16])[C:12]([F:14])([F:13])[F:15])[CH:7]=[CH:6][C:5]=1[O:17][CH3:18] |f:0.1|. Reported procedure: Sodium hydride (60% dispersion in mineral oil, 0.48 g, 12 mmol) was added to a stirred, cooled (0° C.) solution of 2-bromo-4-(trifluoroacetamido)anisole (Description 4(b); 2.98 g, 10 mmol) in dimethylformamide (30 ml). The mixture was stirred at 0° C. for 30 minutes, then methyl iodide (0.75 ml, 1.70 g, 12 mmol) was added. The mixture was stirred at 0° C. for 30 minutes, then at room temperature for 3 hours. Water (50 ml) was added and the mixture was extracted with ethyl acetate (3×50 ml). The ... The yield is 79.2%. Procedure: To N-methylpyrrolidone (25 ml) were added 4-chloro-3-nitrobenzonitrile (1.79 g, 9.80 mmol), phenylboronic acid (1.53 g, 12.5 mmol), cesium fluoride (3.90 g, 25.7 mmol) and bis(triphenylphosphine)palladium(II) dichloride (447 mg, 0.637 mmol), and the mixture was stirred with heating at 100° C. for 9 hr. The reaction mixture was cooled, diluted with ethyl acetate and water, and the insoluble material was filtered off through celite. The organic layer was extracted and dried over anhydrous magnesiu... Yields the product [N+](=O)([O-])C1=C(C=CC(=C1)C#N)C1=CC=CC=C1 (2-nitrobiphenyl-4-carbonitrile). Reaction SMILES: CN1CCCC1=O.Cl[C:9]1[CH:16]=[CH:15][C:12]([C:13]#[N:14])=[CH:11][C:10]=1[N+:17]([O-:19])=[O:18].[C:20]1(B(O)O)[CH:25]=[CH:24][CH:23]=[CH:22][CH:21]=1.[F-].[Cs+]>C(OCC)(=O)C.O.Cl[Pd](Cl)([P](C1C=CC=CC=1)(C1C=CC=CC=1)C1C=CC=CC=1)[P](C1C=CC=CC=1)(C1C=CC=CC=1)C1C=CC=CC=1>[N+:17]([C:10]1[CH:11]=[C:12]([C:13]#[N:14])[CH:15]=[CH:16][C:9]=1[C:20]1[CH:25]=[CH:24][CH:23]=[CH:22][CH:21]=1)([O-:19])=[O:18] |f:3.4,^1:40,59|. The reagents and catalysts are Cl[Pd]([P](C1=CC=CC=C1)(C2=CC=CC=C2)C3=CC=CC=C3)([P](C4=CC=CC=C4)(C5=CC=CC=C5)C6=CC=CC=C6)Cl (bis(triphenylphosphine)palladium(II) dichloride). Reaction conditions: temperature 100 celsius. Reactants: CN1C(CCC1)=O (N-methylpyrrolidone), ClC1=C(C=C(C#N)C=C1)[N+](=O)[O-] (4-chloro-3-nitrobenzonitrile), C1(=CC=CC=C1)B(O)O (phenylboronic acid), [F-].[Cs+] (cesium fluoride). Solvent: C(C)(=O)OCC (ethyl acetate), O (water). Starting materials: C(=O)C=1C=C(C=C(C1OC)C1=CC=CC=C1)S(=O)(=O)N (5-formyl-6-methoxy-biphenyl-3-sulfonamide), C1(=CC=CC=C1)CCC(=O)Cl (3-phenyl-propanoyl chloride). The product is C1(=CC(=CC=C1)S(=O)(=O)N)C1=CC=CC=C1 (biphenyl-3-sulfonamide). RXN SMILES: C([C:3]1[CH:4]=[C:5]([S:17]([NH2:20])(=[O:19])=[O:18])[CH:6]=[C:7]([C:11]2[CH:16]=[CH:15][CH:14]=[CH:13][CH:12]=2)[C:8]=1OC)=O.C1(CCC(Cl)=O)C=CC=CC=1>>[C:7]1([C:11]2[CH:12]=[CH:13][CH:14]=[CH:15][CH:16]=2)[CH:8]=[CH:3][CH:4]=[C:5]([S:17]([NH2:20])(=[O:18])=[O:19])[CH:6]=1. Reported procedure: Proceeding as in Reference 21, but substituting 5-formyl-6-methoxy-biphenyl-3-sulfonamide and 3-phenyl-propanoyl chloride, gave 5-formyl-6-methoxy-N-3-phenyl-propanoyl)-biphenyl-3-sulfonamide. The reactants are COc1cc(OC)nc(CBr)n1, COC(=O)c1ccccc1O, O=C([O-])[O-], CN(C)C=O, [K+], [K+], O. Product: COC(=O)c1ccccc1OCc1nc(OC)cc(OC)n1. RXN SMILES: [Br:12][CH2:13][c:14]1[n:15][c:16]([O:22][CH3:23])[cH:17][c:18]([O:20][CH3:21])[n:19]1.[C:1]([c:2]1[c:3]([OH:4])[cH:5][cH:6][cH:7][cH:8]1)(=[O:9])[O:10][CH3:11].[C:24](=[O:25])([O-:26])[O-:27].[CH3:31][N:32]([CH3:33])[CH:34]=[O:35].[K+:28].[K+:29].[OH2:30]>>[C:1]([c:2]1[c:3]([O:4][CH2:13][c:14]2[n:15][c:16]([O:22][CH3:23])[cH:17][c:18]([O:20][CH3:21])[n:19]2)[cH:5][cH:6][cH:7][cH:8]1)(=[O:9])[O:10][CH3:11]. Starting materials: O=C(O)COc1nn(Cc2ccccc2)c2ccccc12, O=S(Cl)Cl, c1ccccc1. The product is O=C(Cl)COc1nn(Cc2ccccc2)c2ccccc12. As a reaction SMILES: [CH2:1]([c:2]1[cH:3][cH:4][cH:5][cH:6][cH:7]1)[n:8]1[n:9][c:10]([O:17][CH2:18][C:19](=[O:20])[OH:21])[c:11]2[cH:12][cH:13][cH:14][cH:15][c:16]12.[S:22]([Cl:23])([Cl:24])=[O:25].[cH:26]1[cH:27][cH:28][cH:29][cH:30][cH:31]1>>[CH2:1]([c:2]1[cH:3][cH:4][cH:5][cH:6][cH:7]1)[n:8]1[n:9][c:10]([O:17][CH2:18][C:19](=[O:21])[Cl:24])[c:11]2[cH:12][cH:13][cH:14][cH:15][c:16]12.